From a dataset of the Open Reaction Database (ORD), a public repository of structured organic reaction records. describe an organic reaction: reactants, conditions, products, and yield Reactants: NC=1C=C(C=CC1)C1=CC2=C(N=C(S2)NC(=O)NCC)C=C1 (1-(6-(3-aminophenyl)-2-benzothiazolyl)-3-ethylurea), BrC1=CC2=C(N=C(S2)NC(=O)NCC)C=C1 (1-(6-bromo-2-benzothiazolyl)-3-ethylurea), C([O-])([O-])=O.[Na+].[Na+] (sodium carbonate), CN(C)C=O.O (DMF water). Reagents/catalysts: C=1C=CC(=CC1)[P](C=2C=CC=CC2)(C=3C=CC=CC3)[Pd]([P](C=4C=CC=CC4)(C=5C=CC=CC5)C=6C=CC=CC6)([P](C=7C=CC=CC7)(C=8C=CC=CC8)C=9C=CC=CC9)[P](C=1C=CC=CC1)(C=1C=CC=CC1)C=1C=CC=CC1 (Pd(PPh3)4). The product is N1N=CC(=C1)C1=CC2=C(N=C(S2)NC(=O)NCC)C=C1 (1-(6-(4-Pyrazolyl)-2-benzothiazolyl)-3-ethylurea). The yield is 30.0%. Reaction SMILES: NC1C=C(C2[CH:22]=[CH:21][C:11]3[N:12]=C(NC(NCC)=O)SC=3C=2)C=CC=1.Br[C:24]1[CH:38]=[CH:37][C:27]2[N:28]=[C:29]([NH:31][C:32]([NH:34][CH2:35][CH3:36])=[O:33])[S:30][C:26]=2[CH:25]=1.C(=O)([O-])[O-].[Na+].[Na+].C[N:46](C=O)C.O>C1C=CC([P]([Pd]([P](C2C=CC=CC=2)(C2C=CC=CC=2)C2C=CC=CC=2)([P](C2C=CC=CC=2)(C2C=CC=CC=2)C2C=CC=CC=2)[P](C2C=CC=CC=2)(C2C=CC=CC=2)C2C=CC=CC=2)(C2C=CC=CC=2)C2C=CC=CC=2)=CC=1>[NH:12]1[CH:11]=[C:21]([C:24]2[CH:38]=[CH:37][C:27]3[N:28]=[C:29]([NH:31][C:32]([NH:34][CH2:35][CH3:36])=[O:33])[S:30][C:26]=3[CH:25]=2)[CH:22]=[N:46]1 |f:2.3.4,5.6,^1:54,56,75,94|. Procedure details: Similar to the synthesis of 1-(6-(3-aminophenyl)-2-benzothiazolyl)-3-ethylurea, a mixture of 4-pyrazolylboronic pinacolate, 1-(6-bromo-2-benzothiazolyl)-3-ethylurea, sodium carbonate, and Pd(PPh3)4 in DMF/water mixed solvent was reacted to give the desired compound 0.543 g (30%). LC/MS 288.2 (M+1); LC retention time 2.61 min. The reactants are CN=C=O, CCCCCC, CCCCCCCNCCCCCSc1nc(-c2ccccc2)c(-c2ccccc2)[nH]1. The product is CCCCCCCN(CCCCCSc1nc(-c2ccccc2)c(-c2ccccc2)[nH]1)C(=O)NC. Reaction SMILES: [CH3:32][N:33]=[C:34]=[O:35].[CH3:36][CH2:37][CH2:38][CH2:39][CH2:40][CH3:41].[c:1]1(-[c:7]2[n:8][c:9]([S:18][CH2:19][CH2:20][CH2:21][CH2:22][CH2:23][NH:24][CH2:25][CH2:26][CH2:27][CH2:28][CH2:29][CH2:30][CH3:31])[nH:10][c:11]2-[c:12]2[cH:13][cH:14][cH:15][cH:16][cH:17]2)[cH:2][cH:3][cH:4][cH:5][cH:6]1>>[c:1]1(-[c:7]2[n:8][c:9]([S:18][CH2:19][CH2:20][CH2:21][CH2:22][CH2:23][N:24]([CH2:25][CH2:26][CH2:27][CH2:28][CH2:29][CH2:30][CH3:31])[C:34]([NH:33][CH3:32])=[O:35])[nH:10][c:11]2-[c:12]2[cH:13][cH:14][cH:15][cH:16][cH:17]2)[cH:2][cH:3][cH:4][cH:5][cH:6]1.